Dataset: the Open Reaction Database (ORD), a public repository of structured organic reaction records. Task: describe an organic reaction: reactants, conditions, products, and yield Starting materials: ClC=1C=C(C=CC1)[C@H](CN[C@@H](COC1=CC=C(CC2C(NC(S2)=O)=O)C=C1)CC(C)C)O[Si](C)(C)C(C)(C)C (5-(4-{2(R)-[2(R)-(3-chlorophenyl)-2-t-butyldimethylsilyloxyethylamino]-4-methylpentyloxy}benzyl]thiazolidine-2,4 -dione), [F-].C(CCC)[N+](CCCC)(CCCC)CCCC (tetrabutyl ammonium fluoride). Run in O1CCCC1 (tetrahydrofuran). Yields the product ClC=1C=C(C=CC1)[C@H](CN[C@@H](COC1=CC=C(CC2C(NC(S2)=O)=O)C=C1)CC(C)C)O (5-(4-{2(R)-[2(R)-(3-Chlorophenyl)-2-hydroxyethylamino]-4-methylpentyloxy}benzyl)thiazolidine-2,4-dione). Reaction SMILES: [Cl:1][C:2]1[CH:3]=[C:4]([C@@H:8]([O:32][Si](C(C)(C)C)(C)C)[CH2:9][NH:10][C@H:11]([CH2:28][CH:29]([CH3:31])[CH3:30])[CH2:12][O:13][C:14]2[CH:27]=[CH:26][C:17]([CH2:18][CH:19]3[S:23][C:22](=[O:24])[NH:21][C:20]3=[O:25])=[CH:16][CH:15]=2)[CH:5]=[CH:6][CH:7]=1.[F-].C([N+](CCCC)(CCCC)CCCC)CCC>O1CCCC1>[Cl:1][C:2]1[CH:3]=[C:4]([C@@H:8]([OH:32])[CH2:9][NH:10][C@H:11]([CH2:28][CH:29]([CH3:30])[CH3:31])[CH2:12][O:13][C:14]2[CH:27]=[CH:26][C:17]([CH2:18][CH:19]3[S:23][C:22](=[O:24])[NH:21][C:20]3=[O:25])=[CH:16][CH:15]=2)[CH:5]=[CH:6][CH:7]=1 |f:1.2|. Procedure details: A procedure similar to that described in Preparation 4, above, was followed, but using 350 mg of 5-(4-{2(R)-[2(R)-(3-chlorophenyl)-2-t-butyldimethylsilyloxyethylamino]-4-methylpentyloxy}benzyl]thiazolidine-2,4 -dione [prepared as described in Preparation 18], 1,39 g of tetrabutyl ammonium fluoride and 10 ml of tetrahydrofuran to obtain the title compound in crude form. This crude product was then purified by column chromatography through silica gel, using a 1:1 by volume mixture of ethyl acetate... Reactants: C(C1=CC=CC=C1)OC1=C(C=CC=C1)C(O)C1=CC=C(C=C1)C(C)C ((2-benzyloxyphenyl)-(4-isopropylphenyl)methanol), Cl (HCl). The reagents and catalysts are [OH-].[Pd+2].[OH-] (palladium hydroxide). The solvent is CO (methanol). Conditions: time 15 hour. Yields the product C(C)(C)C1=CC=C(CC2=C(C=CC=C2)O)C=C1 (2-(4-Isopropylbenzyl)phenol). Yield: 73.1%. RXN SMILES: C([O:8][C:9]1[CH:14]=[CH:13][CH:12]=[CH:11][C:10]=1[CH:15]([C:17]1[CH:22]=[CH:21][C:20]([CH:23]([CH3:25])[CH3:24])=[CH:19][CH:18]=1)O)C1C=CC=CC=1.Cl>CO.[OH-].[Pd+2].[OH-]>[CH:23]([C:20]1[CH:21]=[CH:22][C:17]([CH2:15][C:10]2[CH:11]=[CH:12][CH:13]=[CH:14][C:9]=2[OH:8])=[CH:18][CH:19]=1)([CH3:25])[CH3:24] |f:3.4.5|. Procedure details: To a solution of (2-benzyloxyphenyl)-(4-isopropylphenyl)methanol (2.63 g, 7.92 mmol) in methanol (50 mL), a 20% palladium hydroxide catalyst (263 mg) was added and furthermore 2N—HCl (0.4 mL) was added thereto, and the mixture solution was stirred under a hydrogen atmosphere for 15 hours, and then the catalyst was filtered off. The solvent was distilled under reduced pressure and the obtained residue was purified by silica gel column chromatography [developing solution=ethyl acetate:n-hexane (1:...